Task: describe an organic reaction: reactants, conditions, products, and yield. Dataset: the Open Reaction Database (ORD), a public repository of structured organic reaction records Starting materials: C1CCOC1, CC1(C)OC(=O)CC(=O)O1, [Cl-], [Cl-], [Cl-], [Cl-], O=C1CCCCC1, [Ti+4], c1ccncc1. Yields the product CC1(C)OC(=O)C(=C2CCCCC2)C(=O)O1. As a reaction SMILES: [CH2:24]1[O:25][CH2:26][CH2:27][CH2:28]1.[CH3:1][C:2]1([CH3:10])[O:3][C:4](=[O:9])[CH2:5][C:6](=[O:8])[O:7]1.[Cl-:29].[Cl-:30].[Cl-:31].[Cl-:32].[O:11]=[C:12]1[CH2:13][CH2:14][CH2:15][CH2:16][CH2:17]1.[Ti+4:33].[cH:18]1[cH:19][cH:20][n:21][cH:22][cH:23]1>>[CH3:1][C:2]1([CH3:10])[O:3][C:4](=[O:9])[C:5](=[C:12]2[CH2:13][CH2:14][CH2:15][CH2:16][CH2:17]2)[C:6](=[O:8])[O:7]1. The reactants are C(C)(C)S(=O)(=O)CC1=NC(=NC(=C1)N1CCOCC1)C1=CC=C(C=C1)NC(OC(C)(C)C)=O (Tert-butyl (4-{4-[(isopropylsulfonyl)methyl]-6-morpholin-4-ylpyrimidin-2-yl}phenyl)carbamate), FC(C(=O)O)(F)F (trifluoroacetic acid). Run in C(Cl)Cl (DCM), C(Cl)Cl (DCM). Run at time 2 hour. The product is C(C)(C)S(=O)(=O)CC1=NC(=NC(=C1)N1CCOCC1)C1=CC=C(C=C1)N ((4-{4-[(Isopropylsulfonyl)methyl]-6-morpholin-4-ylpyrimidin-2-yl}phenyl)amine). Yield: 98.4%. Reaction SMILES: [CH:1]([S:4]([CH2:7][C:8]1[CH:13]=[C:12]([N:14]2[CH2:19][CH2:18][O:17][CH2:16][CH2:15]2)[N:11]=[C:10]([C:20]2[CH:25]=[CH:24][C:23]([NH:26]C(=O)OC(C)(C)C)=[CH:22][CH:21]=2)[N:9]=1)(=[O:6])=[O:5])([CH3:3])[CH3:2].FC(F)(F)C(O)=O>C(Cl)Cl>[CH:1]([S:4]([CH2:7][C:8]1[CH:13]=[C:12]([N:14]2[CH2:19][CH2:18][O:17][CH2:16][CH2:15]2)[N:11]=[C:10]([C:20]2[CH:21]=[CH:22][C:23]([NH2:26])=[CH:24][CH:25]=2)[N:9]=1)(=[O:5])=[O:6])([CH3:3])[CH3:2]. Procedure: Tert-butyl (4-{4-[(isopropylsulfonyl)methyl]-6-morpholin-4-ylpyrimidin-2-yl}phenyl)carbamate (2.7 g, 5.67 mmol) was dissolved in DCM (20 mL) and trifluoroacetic acid (10 mL) was added. The reaction mixture was stirred at room temperature for 2 hours then diluted with DCM (20 mL) and washed with saturated aqueous sodium bicarbonate (20 mL). Organic phase collected, dried over magnesium sulphate, filtered and concentrated in vacuo to give the desired material as a cream solid (2.1 g). Yields the product N#CC1CCC(N2CC(NC(=O)CNc3noc4ccc(C(F)(F)F)cc34)C2)CC1. As a reaction SMILES: [C:23](#[N:24])[CH:25]1[CH2:26][CH2:27][C:28](=[O:31])[CH2:29][CH2:30]1.[NH:1]1[CH2:2][CH:3]([NH:5][C:6]([CH2:7][NH:8][c:9]2[n:10][o:11][c:12]3[c:13]2[cH:14][c:15]([C:18]([F:19])([F:20])[F:21])[cH:16][cH:17]3)=[O:22])[CH2:4]1>>[N:1]1([CH:28]2[CH2:27][CH2:26][CH:25]([C:23]#[N:24])[CH2:30][CH2:29]2)[CH2:2][CH:3]([NH:5][C:6]([CH2:7][NH:8][c:9]2[n:10][o:11][c:12]3[c:13]2[cH:14][c:15]([C:18]([F:19])([F:20])[F:21])[cH:16][cH:17]3)=[O:22])[CH2:4]1. Reactants: N#CC1CCC(=O)CC1, O=C(CNc1noc2ccc(C(F)(F)F)cc12)NC1CNC1. Starting materials: CS(=O)(=O)O, CC1CCCC(C)N1CCCC(O)(c1ccccc1)c1ccccc1, CC(C)O. RXN SMILES: [CH3:1][S:2]([OH:3])(=[O:4])=[O:5].[CH3:6][CH:7]1[N:8]([CH2:14][CH2:15][CH2:16][C:17]([OH:18])([c:19]2[cH:20][cH:21][cH:22][cH:23][cH:24]2)[c:25]2[cH:26][cH:27][cH:28][cH:29][cH:30]2)[CH:9]([CH3:13])[CH2:10][CH2:11][CH2:12]1.[CH:31]([OH:32])([CH3:33])[CH3:34]>>[CH3:1][S:2](=[O:3])(=[O:4])[OH:5].[CH3:6][CH:7]1[N:8]([CH2:14][CH2:15][CH2:16][C:17]([OH:18])([c:19]2[cH:20][cH:21][cH:22][cH:23][cH:24]2)[c:25]2[cH:26][cH:27][cH:28][cH:29][cH:30]2)[CH:9]([CH3:13])[CH2:10][CH2:11][CH2:12]1. The product is CS(=O)(=O)O, CC1CCCC(C)N1CCCC(O)(c1ccccc1)c1ccccc1. Starting materials: O=C([O-])[O-], CN1CCCC1=O, CCOC(C)=O, CCOC(Cn1ccc2ncnc(Cl)c21)OCC, [K+], [K+], Oc1ccccc1. Product: CCOC(Cn1ccc2ncnc(Oc3ccccc3)c21)OCC. Reaction SMILES: [C:26](=[O:27])([O-:28])[O-:29].[CH3:32][N:33]1[CH2:34][CH2:35][CH2:36][C:37]1=[O:38].[CH3:39][CH2:40][O:41][C:42](=[O:43])[CH3:44].[Cl:1][c:2]1[c:3]2[c:4]([n:5][cH:6][n:7]1)[cH:8][cH:9][n:10]2[CH2:11][CH:12]([O:13][CH2:14][CH3:15])[O:16][CH2:17][CH3:18].[K+:30].[K+:31].[OH:19][c:20]1[cH:21][cH:22][cH:23][cH:24][cH:25]1>>[c:2]1([O:19][c:20]2[cH:21][cH:22][cH:23][cH:24][cH:25]2)[c:3]2[c:4]([n:5][cH:6][n:7]1)[cH:8][cH:9][n:10]2[CH2:11][CH:12]([O:13][CH2:14][CH3:15])[O:16][CH2:17][CH3:18]. The reactants are ClC1=C(C=C2C(C(=CN(C2=C1C#N)C1CC1)C(=O)OCC)=O)F (ethyl 7-chloro-8-cyano-1-cyclopropyl-6-fluoro-1,4-dihydro-4-oxo-3-quinolinecarboxylate), ice water, O (water), S(O)(O)(=O)=O (sulphuric acid). The solvent is C(C)(=O)O (acetic acid). Product: ClC1=C(C=C2C(C(=CN(C2=C1C#N)C1CC1)C(=O)O)=O)F (7-Chloro-8-cyano-1-cyclopropyl-6-fluoro-1,4-dihydro-4-oxo-3-quinolinecarboxylic acid). RXN SMILES: [Cl:1][C:2]1[C:11]([C:12]#[N:13])=[C:10]2[C:5]([C:6](=[O:22])[C:7]([C:17]([O:19]CC)=[O:18])=[CH:8][N:9]2[CH:14]2[CH2:16][CH2:15]2)=[CH:4][C:3]=1[F:23].O.S(=O)(=O)(O)O>C(O)(=O)C>[Cl:1][C:2]1[C:11]([C:12]#[N:13])=[C:10]2[C:5]([C:6](=[O:22])[C:7]([C:17]([OH:19])=[O:18])=[CH:8][N:9]2[CH:14]2[CH2:16][CH2:15]2)=[CH:4][C:3]=1[F:23]. Reported procedure: 33.8 g (0.1 mol) of ethyl 7-chloro-8-cyano-1-cyclopropyl-6-fluoro-1,4-dihydro-4-oxo-3-quinolinecarboxylate are heated under reflux for 3 hours in a mixture of 100 ml of acetic acid, 20 ml of water and 10 ml of concentrated sulphuric acid. After cooling, the mixture is poured onto 100 ml of ice water, and the deposited precipitate is filtered off with suction, washed with water and ethanol and dried in vacuo at 60° C. The product is C12N(CC(NC1)C2)CCN2S(N(C1=C2C=CC=C1)C1=CC=CC=C1)(=O)=O (1-[2-(2,5-diazabicyclo[2.2.1]hept-2-yl)ethyl]-3-phenyl-1,3-dihydro-2,1,3-benzothiadiazole 2,2-dioxide). Reactants: Cl.Cl.C12N(CC(NC1)C2)CCN2S(N(C1=C2C=CC=C1)C1=CC=CC=C1)(=O)=O (1-[2-(2,5-diazabicyclo[2.2.1]hept-2-yl)ethyl]-3-phenyl-1,3-dihydro-2,1,3-benzothiadiazole 2,2-dioxide dihydrochloride), tert-butyl-1-[2-(2,5-diazabicyclo[2.2.1]hept-2-yl)ethyl]-3-phenyl-1,3-dihydro-2,1,3-benzothiadiazole 2,2-dioxide-4-carboxylate, C(=O)[O-].[NH4+] (Ammonium formate). Procedure details: Step 2 In an analogous manner as described in general procedure II, step 2, 1-[2-(2,5-diazabicyclo[2.2.1]hept-2-yl)ethyl]-3-phenyl-1,3-dihydro-2,1,3-benzothiadiazole 2,2-dioxide dihydrochloride was prepared from tert-butyl-1-[2-(2,5-diazabicyclo[2.2.1]hept-2-yl)ethyl]-3-phenyl-1,3-dihydro-2,1,3-benzothiadiazole 2,2-dioxide-4-carboxylate. MS (ES) m/z 371.2; HPLC purity 100.0% at 210-370 nm, 7.0 minutes; Xterra RP18, 3.5 u, 150×4.6 mm column, 1.2 mL/minutes 85/15-5/95 (Ammonium formate buffer pH=3... Solvent: C(C)#N.CO (ACN MeOH). RXN SMILES: Cl.Cl.[CH:3]12[CH2:9][CH:6]([NH:7][CH2:8]1)[CH2:5][N:4]2[CH2:10][CH2:11][N:12]1[C:16]2[CH:17]=[CH:18][CH:19]=[CH:20][C:15]=2[N:14]([C:21]2[CH:26]=[CH:25][CH:24]=[CH:23][CH:22]=2)[S:13]1(=[O:28])=[O:27].C([O-])=O.[NH4+]>C(#N)C.CO>[CH:3]12[CH2:9][CH:6]([NH:7][CH2:8]1)[CH2:5][N:4]2[CH2:10][CH2:11][N:12]1[C:16]2[CH:17]=[CH:18][CH:19]=[CH:20][C:15]=2[N:14]([C:21]2[CH:26]=[CH:25][CH:24]=[CH:23][CH:22]=2)[S:13]1(=[O:27])=[O:28] |f:0.1.2,3.4,5.6|. The reactants are FC=1C=CC(=C(C(=O)O)C1)C1=NC=CC=N1 (5-Fluoro-2-pyrimidin-2-yl-benzoic acid), CC1=CC(=NC(=N1)C(F)(F)F)N1CC2CNCC2C1 (2-(6-Methyl-2-trifluoromethyl-pyrimidin-4-yl)-octahydro-pyrrolo[3,4-c]pyrrole). The product is FC=1C=CC(=C(C1)C(=O)N1CC2CN(CC2C1)C1=NC(=NC(=C1)C)C(F)(F)F)C1=NC=CC=N1 ((5-Fluoro-2-pyrimidin-2-yl-phenyl)-[5-(6-methyl-2-trifluoromethyl-pyrimidin-4-yl)-hexahydro-pyrrolo[3,4-c]pyrrol-2-yl]-methanone). Reaction SMILES: [F:1][C:2]1[CH:3]=[CH:4][C:5]([C:11]2[N:16]=[CH:15][CH:14]=[CH:13][N:12]=2)=[C:6]([CH:10]=1)[C:7]([OH:9])=O.[CH3:17][C:18]1[N:23]=[C:22]([C:24]([F:27])([F:26])[F:25])[N:21]=[C:20]([N:28]2[CH2:35][CH:34]3[CH:30]([CH2:31][NH:32][CH2:33]3)[CH2:29]2)[CH:19]=1>>[F:1][C:2]1[CH:3]=[CH:4][C:5]([C:11]2[N:16]=[CH:15][CH:14]=[CH:13][N:12]=2)=[C:6]([C:7]([N:32]2[CH2:33][CH:34]3[CH:30]([CH2:29][N:28]([C:20]4[CH:19]=[C:18]([CH3:17])[N:23]=[C:22]([C:24]([F:25])([F:26])[F:27])[N:21]=4)[CH2:35]3)[CH2:31]2)=[O:9])[CH:10]=1. Reported procedure: The title compound was prepared in a manner analogous to Example 15 utilizing Intermediate 13 and Intermediate 31. MS (ESI): mass calculated for C23H20F4N6O, 472.45; m/z found 473.2 [M+H]+.